This data is from the Open Reaction Database (ORD), a public repository of structured organic reaction records. The task is: describe an organic reaction: reactants, conditions, products, and yield Starting materials: CC(=O)[O-], CC(=O)O, C[N+](=O)[O-], [NH4+], O=Cc1ccc(COc2ccccn2)cc1. The product is O=[N+]([O-])C=Cc1ccc(COc2ccccn2)cc1. As a reaction SMILES: [CH3:22][C:23](=[O:24])[O-:25].[CH3:26][C:27](=[O:28])[OH:29].[N+:17](=[O:18])([O-:19])[CH3:20].[NH4+:21].[n:1]1[c:2]([O:7][CH2:8][c:9]2[cH:10][cH:11][c:12]([CH:13]=[O:14])[cH:15][cH:16]2)[cH:3][cH:4][cH:5][cH:6]1>>[n:1]1[c:2]([O:7][CH2:8][c:9]2[cH:10][cH:11][c:12]([CH:13]=[CH:20][N+:17](=[O:18])[O-:19])[cH:15][cH:16]2)[cH:3][cH:4][cH:5][cH:6]1. The reactants are [N+](=O)([O-])C=1C=C(C=CC1)C(F)(F)F (3-nitrobenzotrifluoride), CS(=C)(=O)C (dimethyloxosulfonium methylide). The product is CC1=C(C=CC=C1[N+](=O)[O-])C(F)(F)F (2-methyl-3-nitro-benzotrifluoride). As a reaction SMILES: [N+:1]([C:4]1[CH:5]=[C:6]([C:10]([F:13])([F:12])[F:11])[CH:7]=[CH:8][CH:9]=1)([O-:3])=[O:2].[CH3:14]S(C)(=O)=C>>[CH3:14][C:5]1[C:4]([N+:1]([O-:3])=[O:2])=[CH:9][CH:8]=[CH:7][C:6]=1[C:10]([F:11])([F:12])[F:13]. Procedure details: reacting 3-nitrobenzotrifluoride with dimethyloxosulfonium methylide to produce 2-methyl-3-nitro-benzotrifluoride; and The reactants are NC=1C(=C(C(=O)O)C=CC1)O (3-amino-2-hydroxy-benzoic acid), C(OC)(OC)OC (trimethyl orthoformate). Yields the product O1C=NC2=C1C(=CC=C2)C(=O)O (benzoxazole-7-carboxylic Acid). As a reaction SMILES: [NH2:1][C:2]1[C:3]([OH:11])=[C:4]([CH:8]=[CH:9][CH:10]=1)[C:5]([OH:7])=[O:6].[CH:12](OC)(OC)OC>>[O:11]1[C:3]2[C:4]([C:5]([OH:7])=[O:6])=[CH:8][CH:9]=[CH:10][C:2]=2[N:1]=[CH:12]1. Procedure: A solution of 3-amino-2-hydroxy-benzoic acid (12.5 mmol) in trimethyl orthoformate (19.2 mL) is heated to reflux for 20 h and concentrated in vacuo. The residue is washed three times with hot MeOH, the filtrates are combined and the solvent is removed in vacuo to give the desired product which is used without further purification. 1H-NMR (DMSO-d6): δ=13.4 (bs, 1H); 8.87 (s, 1H); 8.08 (d, J=8.0 Hz, 1H); 7.96 (d, J=7.5 Hz, 1H); 7.52 (t, J=7.9 Hz, 1H). Reactants: C(CCCCCCC)(=O)O.N[C@@H](CCCCN)C(=O)O (Lysine octanoate), O (water). Solvent: C=1(C(=CC=CC1)C)C (xylene). Product: C(CCCCCCC)(=O)NCCCC[C@H](N)C(=O)O (Nε-octanoyl lysine). The yield is 81.9%. As a reaction SMILES: [C:1]([OH:10])(=O)[CH2:2][CH2:3][CH2:4][CH2:5][CH2:6][CH2:7][CH3:8].[NH2:11][C@H:12]([C:18]([OH:20])=[O:19])[CH2:13][CH2:14][CH2:15][CH2:16][NH2:17].O>C1(C)C(C)=CC=CC=1>[C:1]([NH:17][CH2:16][CH2:15][CH2:14][CH2:13][C@@H:12]([C:18]([OH:20])=[O:19])[NH2:11])(=[O:10])[CH2:2][CH2:3][CH2:4][CH2:5][CH2:6][CH2:7][CH3:8] |f:0.1|. Procedure: Lysine octanoate (35.0 g) was suspended in 300 ml of xylene using a 600-milliliter reaction vessel. The suspension was boiled through heating, and water formed through azeotropic distillation was removed outside the system. After it was identified that a stoichiometric amount of water was removed (reaction time 3 hours), the residue was cooled. Crystals precipitated were separated through filtration, and washed with 100 ml of a 50% ethanol solution. The crystals were recrystallized from a sulfur... Reactants: CNCCCN(C)C, O=C(Cl)C(=O)Cl, ClC(Cl)Cl, [K+], [K+], O=[N+]([O-])c1cc(C(F)(F)F)cnc1O, O=C([O-])[O-], CN(C)C=O. Yields the product CN(C)CCCN(C)c1ncc(C(F)(F)F)cc1[N+](=O)[O-]. As a reaction SMILES: [CH3:21][N:22]([CH2:23][CH2:24][CH2:25][NH:26][CH3:27])[CH3:28].[Cl:15][C:16]([C:17]([Cl:18])=[O:19])=[O:20].[Cl:40][CH:41]([Cl:42])[Cl:43].[K+:29].[K+:30].[N+:1](=[O:2])([O-:3])[c:4]1[c:5]([OH:14])[n:6][cH:7][c:8]([C:10]([F:11])([F:12])[F:13])[cH:9]1.[O-:31][C:32]([O-:33])=[O:34].[O:35]=[CH:36][N:37]([CH3:38])[CH3:39]>>[N+:1](=[O:2])([O-:3])[c:4]1[c:5]([N:26]([CH2:25][CH2:24][CH2:23][N:22]([CH3:21])[CH3:28])[CH3:27])[n:6][cH:7][c:8]([C:10]([F:11])([F:12])[F:13])[cH:9]1. Starting materials: O=C(Cl)C1CC1, ClCCl, COc1ccccc1COCCCOc1ccc(C2CCN(C(=O)OCc3ccccc3)CC2OCc2ccc3c(C)cn(CCN)c3c2Br)cc1, c1ccncc1. Product: COc1ccccc1COCCCOc1ccc(C2CCN(C(=O)OCc3ccccc3)CC2OCc2ccc3c(C)cn(CCNC(=O)C4CC4)c3c2Br)cc1. As a reaction SMILES: [CH:59]1([C:62](=[O:63])[Cl:64])[CH2:60][CH2:61]1.[Cl:65][CH2:66][Cl:67].[NH2:1][CH2:2][CH2:3][n:4]1[cH:5][c:6]([CH3:52])[c:7]2[cH:8][cH:9][c:10]([CH2:14][O:15][CH:16]3[CH2:17][N:18]([C:42](=[O:43])[O:44][CH2:45][c:46]4[cH:47][cH:48][cH:49][cH:50][cH:51]4)[CH2:19][CH2:20][CH:21]3[c:22]3[cH:23][cH:24][c:25]([O:28][CH2:29][CH2:30][CH2:31][O:32][CH2:33][c:34]4[c:35]([O:40][CH3:41])[cH:36][cH:37][cH:38][cH:39]4)[cH:26][cH:27]3)[c:11]([Br:13])[c:12]12.[cH:53]1[cH:54][cH:55][n:56][cH:57][cH:58]1>>[NH:1]([CH2:2][CH2:3][n:4]1[cH:5][c:6]([CH3:52])[c:7]2[cH:8][cH:9][c:10]([CH2:14][O:15][CH:16]3[CH2:17][N:18]([C:42](=[O:43])[O:44][CH2:45][c:46]4[cH:47][cH:48][cH:49][cH:50][cH:51]4)[CH2:19][CH2:20][CH:21]3[c:22]3[cH:23][cH:24][c:25]([O:28][CH2:29][CH2:30][CH2:31][O:32][CH2:33][c:34]4[c:35]([O:40][CH3:41])[cH:36][cH:37][cH:38][cH:39]4)[cH:26][cH:27]3)[c:11]([Br:13])[c:12]12)[C:62]([CH:59]1[CH2:60][CH2:61]1)=[O:63]. The reactants are C(Cl)Cl.CO (DCM MeOH), COC(C)(C)OC (2,2-bis(methyloxy)propane), O.C1(=CC=C(C=C1)S(=O)(=O)O)C (p-toluenesulfonic acid monohydrate), OC[C@H](CC=C)NC(CNC(OC(C)(C)C)=O)=O (1,1-dimethylethyl (2-{[(1S)-1-(hydroxymethyl)-3-buten-1-yl]amino}-2-oxoethyl)carbamate). Solvent: C1(=CC=CC=C1)C (toluene). Conditions: temperature 25 celsius. Product: CC1(OC[C@@H](N1C(CNC(OC(C)(C)C)=O)=O)CC=C)C (1,1-dimethylethyl {2-[(4S)-2,2-dimethyl-4-(2-propen-1-yl)-1,3-oxazolidin-3-yl]-2-oxoethyl}carbamate). As a reaction SMILES: [OH:1][CH2:2][C@@H:3]([NH:7][C:8](=[O:18])[CH2:9][NH:10][C:11](=[O:17])[O:12][C:13]([CH3:16])([CH3:15])[CH3:14])[CH2:4][CH:5]=[CH2:6].CO[C:21](OC)([CH3:23])[CH3:22].O.C1(C)C=CC(S(O)(=O)=O)=CC=1.C(Cl)Cl.CO>C1(C)C=CC=CC=1>[CH3:22][C:21]1([CH3:23])[N:7]([C:8](=[O:18])[CH2:9][NH:10][C:11](=[O:17])[O:12][C:13]([CH3:14])([CH3:16])[CH3:15])[C@@H:3]([CH2:4][CH:5]=[CH2:6])[CH2:2][O:1]1 |f:2.3,4.5|. Reported procedure: To a suspension of 1,1-dimethylethyl (2-{[(1S)-1-(hydroxymethyl)-3-buten-1-yl]amino}-2-oxoethyl)carbamate D21 (37 g) in toluene (370 ml) stirred at 25° C. were added 2,2-bis(methyloxy)propane (370 ml, 3020 mmol) and p-toluenesulfonic acid monohydrate (3.7 g, 19.45 mmol). The reaction mixture was stirred at reflux (85° C. internal, oil bath 105° C.) for 1.5 hour (clear solution). The check by TLC (DCM/MeOH 95/5) showed the reaction to be completed. The solvent was evaporated to obtain a brown oil... Reactants: C(C)B(CC)CC (triethylborane), solution, O(C1=CC=CC=C1)C=1C=C(CBr)C=CC1 (3-phenoxybenzyl bromide), C[Si](C)(C)[N-][Si](C)(C)C.[K+] (potassium bis (trimethylsilyl) amide), CC(C)C(C)=O (2-methyl-3-butanone). Run in hexanes, O (water), O1CCCC1 (tetrahydrofuran). Reaction conditions: temperature 25 celsius, time 15 minute. Yields the product CC(C)C(CCC1=CC(=CC=C1)OC1=CC=CC=C1)=O (2-methyl-5-(3-phenoxyphenyl)-3-pentanone). The yield is 66.6%. RXN SMILES: C[Si]([N-][Si](C)(C)C)(C)C.[K+].[CH3:11][CH:12]([C:14](=[O:16])[CH3:15])[CH3:13].C(B(CC)CC)C.[O:24]([C:31]1[CH:32]=[C:33]([CH:36]=[CH:37][CH:38]=1)[CH2:34]Br)[C:25]1[CH:30]=[CH:29][CH:28]=[CH:27][CH:26]=1>O1CCCC1.O>[CH3:11][CH:12]([C:14](=[O:16])[CH2:15][CH2:34][C:33]1[CH:36]=[CH:37][CH:38]=[C:31]([O:24][C:25]2[CH:30]=[CH:29][CH:28]=[CH:27][CH:26]=2)[CH:32]=1)[CH3:13] |f:0.1|. Reported procedure: To a solution of potassium bis (trimethylsilyl) amide (20.9 g, 0.105 mol) in 200 ml tetrahydrofuran at 0° C. was added 2-methyl-3-butanone (12 ml, 0.112 mol). After 15 minutes, triethylborane (100 ml of a 1.0M solution in hexanes) was added, followed by 24.8 g (0.094 mole) 3-phenoxybenzyl bromide. The mixture was stirred at 25° C. for 18 hours, poured into 300 ml water and extracted with ether. The organic phase was dried, filtered and concentrated, leaving a yellow oil. The crude ketone product...